Task: describe an organic reaction: reactants, conditions, products, and yield. Dataset: the Open Reaction Database (ORD), a public repository of structured organic reaction records Reactants: C(C)OC1=CC=C(C=C1)O (4-ethoxyphenol), BrC[Si]1(CCC(CC1)[C@@H]1CC[C@H](CC1)CCCC=C)C1=CC=CC=C1 (trans-4-(4-bromomethyl-4-phenyl-4-silacyclohexyl)-1-(4-pentenyl)cyclohexane). Yields the product C(C)OC1=CC=C(C=C1)OC[Si@@H]1CC[C@H](CC1)[C@@H]1CC[C@H](CC1)CCCC=C (trans-4-(trans-4-(4-ethoxyphenyloxymethyl)-4-silacyclohexyl)-1-(4-pentenyl)cyclohexane). RXN SMILES: [CH2:1]([O:3][C:4]1[CH:9]=[CH:8][C:7]([OH:10])=[CH:6][CH:5]=1)[CH3:2].Br[CH2:12][Si:13]1(C2C=CC=CC=2)[CH2:18][CH2:17][CH:16]([C@H:19]2[CH2:24][CH2:23][C@H:22]([CH2:25][CH2:26][CH2:27][CH:28]=[CH2:29])[CH2:21][CH2:20]2)[CH2:15][CH2:14]1>>[CH2:1]([O:3][C:4]1[CH:9]=[CH:8][C:7]([O:10][CH2:12][Si@H:13]2[CH2:14][CH2:15][C@H:16]([C@H:19]3[CH2:24][CH2:23][C@H:22]([CH2:25][CH2:26][CH2:27][CH:28]=[CH2:29])[CH2:21][CH2:20]3)[CH2:17][CH2:18]2)=[CH:6][CH:5]=1)[CH3:2]. Procedure details: The general procedure of Example 39 was repeated using 4-ethoxyphenol and trans-4-(4-bromomethyl-4-phenyl-4-silacyclohexyl)-1-(4-pentenyl)cyclohexane, thereby obtaining the intended product. Starting materials: C(C)OC1=NNC=C1CCC(=O)OCC (ethyl 3-[3-ethoxy-1H-pyrazol-4-yl]propionate), ClCC1=CC=C(OCC=2N=C(OC2)C2=CC=CC=C2)C=C1 (4-(4-chloromethylphenoxymethyl)-2-phenyloxazole), CN(C=O)C (N,N-dimethylformamide), [H-].[Na+] (sodium hydride). The solvent is O (water). Reaction conditions: time 30 minute. The product is C(C)OC1=NN(C=C1CCC(=O)OCC)CC1=CC=C(C=C1)OCC=1N=C(OC1)C1=CC=CC=C1 (ethyl 3-[3-ethoxy-1-[4-(2-phenyl-4-oxazolylmethoxy)benzyl]-1H-pyrazol-4-yl]propionate). Yield: 86.5%. RXN SMILES: [CH2:1]([O:3][C:4]1[C:8]([CH2:9][CH2:10][C:11]([O:13][CH2:14][CH3:15])=[O:12])=[CH:7][NH:6][N:5]=1)[CH3:2].Cl[CH2:17][C:18]1[CH:36]=[CH:35][C:21]([O:22][CH2:23][C:24]2[N:25]=[C:26]([C:29]3[CH:34]=[CH:33][CH:32]=[CH:31][CH:30]=3)[O:27][CH:28]=2)=[CH:20][CH:19]=1.CN(C)C=O.[H-].[Na+]>O>[CH2:1]([O:3][C:4]1[C:8]([CH2:9][CH2:10][C:11]([O:13][CH2:14][CH3:15])=[O:12])=[CH:7][N:6]([CH2:17][C:18]2[CH:19]=[CH:20][C:21]([O:22][CH2:23][C:24]3[N:25]=[C:26]([C:29]4[CH:34]=[CH:33][CH:32]=[CH:31][CH:30]=4)[O:27][CH:28]=3)=[CH:35][CH:36]=2)[N:5]=1)[CH3:2] |f:3.4|. Reported procedure: To a mixture of ethyl 3-[3-ethoxy-1H-pyrazol-4-yl]propionate (318 mg), 4-(4-chloromethylphenoxymethyl)-2-phenyloxazole (450 mg), and N,N-dimethylformamide (10 ml), sodium hydride (60%, oily, 60.0 mg) was added at 0° C., and then the mixture was stirred at room temperature for 30 minutes. The reaction mixture was poured into water, which was extracted with ethyl acetate. The ethyl acetate layer was washed with water, then, with saturated aqueous sodium chloride solution, and dried (MgSO4) and con...